From a dataset of the Open Reaction Database (ORD), a public repository of structured organic reaction records. describe an organic reaction: reactants, conditions, products, and yield Reactants: COC1=C(OC(C(=O)OC)C(=O)OC)C=CC=C1 (dimethyl (o-methoxyphenoxy)malonate), Cl.COC1=CC=C(C(=N)N)C=C1 (p-methoxy-benzamidine hydrochloride). Product: COC1=CC=C(C=C1)C1=NC(=C(C(N1)=O)OC1=C(C=CC=C1)OC)O (2-(p-methoxyphenyl)-5-(o-methoxyphenoxy)-6-hydroxy-4(3H)-pyrimidinone). RXN SMILES: [CH3:1][O:2][C:3]1[CH:18]=[CH:17][CH:16]=[CH:15][C:4]=1[O:5][CH:6]([C:11]([O:13]C)=O)[C:7]([O:9]C)=O.Cl.[CH3:20][O:21][C:22]1[CH:30]=[CH:29][C:25]([C:26]([NH2:28])=[NH:27])=[CH:24][CH:23]=1>>[CH3:20][O:21][C:22]1[CH:23]=[CH:24][C:25]([C:26]2[NH:28][C:7](=[O:9])[C:6]([O:5][C:4]3[CH:15]=[CH:16][CH:17]=[CH:18][C:3]=3[O:2][CH3:1])=[C:11]([OH:13])[N:27]=2)=[CH:29][CH:30]=1 |f:1.2|. Procedure: In analogy to Example 1, paragraph d), 7.63 g of dimethyl (o-methoxyphenoxy)malonate and 5.6 g of p-methoxy-benzamidine hydrochloride were condensed to give 2-(p-methoxyphenyl)-5-(o-methoxyphenoxy)-6-hydroxy-4(3H)-pyrimidinone. Reaction of this compound in analogy to Example 1, paragraph e), yielded 4,6-dichloro-2-(p-methoxyphenyl)-5-(o-methoxyphenoxy)-pyrimidine, m.p. 113°-114° C., from which in analogy to Example 1, paragraph f), there was obtained p-tert-butyl-N-[6-chloro-5-(o-methoxyphenoxy)... Starting materials: N1=CC=C(C=C1)NC1=NN(C=C1C#N)COCC[Si](C)(C)C (3-(pyridin-4-ylamino)-1-{[2-(trimethylsilyl)ethoxy]methyl}-1H-pyrazole-4-carbonitrile), N1=CC=C(C=C1)NC1=C(C=NN1COCC[Si](C)(C)C)C#N (5-(pyridin-4-ylamino)-1-{[2-(trimethylsilyl)ethoxy]methyl}-1H-pyrazole-4-carbonitrile), [OH-].[Na+] (NaOH), OO (H2O2), Cl (HCl), OO (H2O2), Cl (HCl), [OH-].[Na+] (NaOH). Solvent: CS(=O)C (DMSO), CCO (EtOH), CO (MeOH). Reaction conditions: temperature 55 celsius, time 10 minute. Yields the product N1=CC=C(C=C1)NC1=NNC=C1C(=O)N (3-(Pyridin-4-ylamino)-1H-pyrazole-4-carboxamide). As a reaction SMILES: [N:1]1[CH:6]=[CH:5][C:4]([NH:7][C:8]2[C:12]([C:13]#[N:14])=[CH:11][N:10](COCC[Si](C)(C)C)[N:9]=2)=[CH:3][CH:2]=1.N1C=CC(NC2N(C[O:36]CC[Si](C)(C)C)N=CC=2C#N)=CC=1.[OH-].[Na+].OO.Cl>CS(C)=O.CCO.CO>[N:1]1[CH:6]=[CH:5][C:4]([NH:7][C:8]2[C:12]([C:13]([NH2:14])=[O:36])=[CH:11][NH:10][N:9]=2)=[CH:3][CH:2]=1 |f:2.3|. Reported procedure: To a solution containing a mixture of 3-(pyridin-4-ylamino)-1-{[2-(trimethylsilyl)ethoxy]methyl}-1H-pyrazole-4-carbonitrile and 5-(pyridin-4-ylamino)-1-{[2-(trimethylsilyl)ethoxy]methyl}-1H-pyrazole-4-carbonitrile (150 mg, 0.5 mmol) in DMSO (1.2 mL) and EtOH (1.2 mL) was added 5M aqueous NaOH (0.7 mL, 3.3 mmol). The mixture was heated to 55° C., followed by the dropwise addition of 30% H2O2 (0.7 mL, 7.1 mmol). After 10 minutes, additional 30% H2O2 (0.30 mL, 3.4 mmol) was added dropwise. The mixt... The reactants are C(C)(C)(C)OC(=O)N1CCN(CC1)C(CNC(=O)C=1C(=C2C(=NNC2=CC1)\C=C\C1=CC=C(C=C1)F)OC)=O (4-[2-({3-[(E)-2-(4-Fluorophenyl)-vinyl]-4-methoxy-1H-indazole-5-carbonyl}-amino)-acetyl]-piperazine-1-carboxylic acid tert-butyl ester), FC(C(=O)O)(F)F (trifluoroacetic acid). Solvent: ClCCl (dichloromethane). Conditions: time 2 hour. The product is O=C(CNC(=O)C=1C(=C2C(=NNC2=CC1)\C=C\C1=CC=C(C=C1)F)OC)N1CCNCC1 (3-[(E)-2-(4-Fluorophenyl)-vinyl]-4-methoxy-1H-indazole-5-carboxylic acid[2-oxo-2-(piperazin-1-yl)-ethyl]-amide). As a reaction SMILES: C(OC([N:8]1[CH2:13][CH2:12][N:11]([C:14](=[O:39])[CH2:15][NH:16][C:17]([C:19]2[C:20]([O:37][CH3:38])=[C:21]3[C:25](=[CH:26][CH:27]=2)[NH:24][N:23]=[C:22]3/[CH:28]=[CH:29]/[C:30]2[CH:35]=[CH:34][C:33]([F:36])=[CH:32][CH:31]=2)=[O:18])[CH2:10][CH2:9]1)=O)(C)(C)C.FC(F)(F)C(O)=O>ClCCl>[O:39]=[C:14]([N:11]1[CH2:10][CH2:9][NH:8][CH2:13][CH2:12]1)[CH2:15][NH:16][C:17]([C:19]1[C:20]([O:37][CH3:38])=[C:21]2[C:25](=[CH:26][CH:27]=1)[NH:24][N:23]=[C:22]2/[CH:28]=[CH:29]/[C:30]1[CH:31]=[CH:32][C:33]([F:36])=[CH:34][CH:35]=1)=[O:18]. Procedure: 4-[2-({3-[(E)-2-(4-Fluorophenyl)-vinyl]-4-methoxy-1H-indazole-5-carbonyl}-amino)-acetyl]-piperazine-1-carboxylic acid tert-butyl ester obtained by Example 1215 was dissolved in 1 mL of dichloromethane, added with 1 mL of trifluoroacetic acid, and stirred at room temperature for 2 hours. The solvent was evaporated, followed by purification by LC-MS, to afford the title compound. Reactants: C(C)(C)(C)OC(N[C@@H](C=O)CC1=CC=CC=C1)=O (((R)-1-benzyl-2-oxo-ethyl)-carbamic acid tert-butyl ester), FC1=CC=C(C=C1)C(=O)C1CCNCC1 ((4-fluoro-phenyl)-piperidin-4-yl-methanone), C(C)(=O)O[BH-](OC(C)=O)OC(C)=O.[Na+] (sodium triacetoxyborohydride). Yields the product C(C)(C)(C)OC(N[C@@H](CN1CCC(CC1)C(C1=CC=C(C=C1)F)=O)CC1=CC=CC=C1)=O ({(R)-1-benzyl-2-[4-(4-fluoro-benzoyl)-piperidin-1-yl]-ethyl}carbamic acid tert-butyl ester). Reaction SMILES: [C:1]([O:5][C:6](=[O:18])[NH:7][C@H:8]([CH2:11][C:12]1[CH:17]=[CH:16][CH:15]=[CH:14][CH:13]=1)[CH:9]=O)([CH3:4])([CH3:3])[CH3:2].[F:19][C:20]1[CH:25]=[CH:24][C:23]([C:26]([CH:28]2[CH2:33][CH2:32][NH:31][CH2:30][CH2:29]2)=[O:27])=[CH:22][CH:21]=1.C(O[BH-](OC(=O)C)OC(=O)C)(=O)C.[Na+]>>[C:1]([O:5][C:6](=[O:18])[NH:7][C@H:8]([CH2:11][C:12]1[CH:17]=[CH:16][CH:15]=[CH:14][CH:13]=1)[CH2:9][N:31]1[CH2:32][CH2:33][CH:28]([C:26](=[O:27])[C:23]2[CH:22]=[CH:21][C:20]([F:19])=[CH:25][CH:24]=2)[CH2:29][CH2:30]1)([CH3:4])([CH3:3])[CH3:2] |f:2.3|. Procedure details: A solution of ((R)-1-benzyl-2-oxo-ethyl)-carbamic acid tert-butyl ester (0.5 g, 2.0 mmol), (4-fluoro-phenyl)-piperidin-4-yl-methanone (0.414 g, 2.0 mmol) and sodium triacetoxyborohydride (0.638 g, 3.0 mmol) in tetrahydroftiran (20 ml) is stirred at ambient temperature for 24 hours. The solvent is evaporated and the residue redissolved in dichloromethane and washed with saturated sodium bicarbonate solution. The dichloromethane is dried over magnesium sulphate and evaporated. The crude product is... Reactants: CS(C)=O, CO, O, O=C(OCc1ccccc1)N1CCC(Oc2ccccc2)C(O)C1, O=C(O)C(F)(F)F, O=C(O)C(=O)O, c1ccncc1. Product: O=C1CN(C(=O)OCc2ccccc2)CCC1Oc1ccccc1. As a reaction SMILES: [CH3:44][S:45]([CH3:46])=[O:47].[CH3:48][OH:49].[OH2:50].[OH:1][CH:2]1[CH2:3][N:4]([C:15](=[O:16])[O:17][CH2:18][c:19]2[cH:20][cH:21][cH:22][cH:23][cH:24]2)[CH2:5][CH2:6][CH:7]1[O:8][c:9]1[cH:10][cH:11][cH:12][cH:13][cH:14]1.[OH:31][C:32]([C:33]([F:34])([F:35])[F:36])=[O:37].[OH:38][C:39]([C:40](=[O:41])[OH:42])=[O:43].[cH:25]1[cH:26][cH:27][n:28][cH:29][cH:30]1>>[O:1]=[C:2]1[CH2:3][N:4]([C:15](=[O:16])[O:17][CH2:18][c:19]2[cH:20][cH:21][cH:22][cH:23][cH:24]2)[CH2:5][CH2:6][CH:7]1[O:8][c:9]1[cH:10][cH:11][cH:12][cH:13][cH:14]1. The reactants are C1CCOC1, CCOC(C)=O, O=C=Nc1cc(C(F)(F)F)ccc1F, NC(=O)c1n[nH]cc1NCCc1cccc(N)c1. Yields the product NC(=O)c1n[nH]cc1NCCc1cccc(NC(=O)Nc2cc(C(F)(F)F)ccc2F)c1. As a reaction SMILES: [CH2:33]1[O:34][CH2:35][CH2:36][CH2:37]1.[CH3:38][CH2:39][O:40][C:41](=[O:42])[CH3:43].[F:1][c:2]1[c:3]([N:12]=[C:13]=[O:14])[cH:4][c:5]([C:8]([F:9])([F:10])[F:11])[cH:6][cH:7]1.[NH2:15][c:16]1[cH:17][c:18]([CH2:19][CH2:20][NH:21][c:22]2[c:23]([C:27](=[O:28])[NH2:29])[n:24][nH:25][cH:26]2)[cH:30][cH:31][cH:32]1>>[F:1][c:2]1[c:3]([NH:12][C:13](=[O:14])[NH:15][c:16]2[cH:17][c:18]([CH2:19][CH2:20][NH:21][c:22]3[c:23]([C:27](=[O:28])[NH2:29])[n:24][nH:25][cH:26]3)[cH:30][cH:31][cH:32]2)[cH:4][c:5]([C:8]([F:9])([F:10])[F:11])[cH:6][cH:7]1. The reactants are [H-].[Al+3].[Li+].[H-].[H-].[H-] (lithium aluminum hydride), FC1=C(COC2=CC(N(C(=C2)C)CC2=NC=C(C(=O)OC)C=C2)=O)C=CC(=C1)F (Methyl 6-{[4-[(2,4-difluorobenzyl)oxy]-6-methyl-2-oxopyridin-1(2H)-yl]methyl}nicotinate), S(=O)(=O)(O)[O-].[K+] (Potassium hydrogen sulfate). Run in O1CCCC1 (tetrahydrofuran). Run at temperature -78 celsius. Yields the product FC1=C(COC2=CC(N(C(=C2)C)CC2=NC=C(C=C2)CO)=O)C=CC(=C1)F (4-[(2,4-difluorobenzyl)oxy]-1-{[5-(hydroxymethyl)pyridin-2-yl]methyl}-6-methylpyridin-2(1H)-one). Reaction SMILES: [F:1][C:2]1[CH:28]=[C:27]([F:29])[CH:26]=[CH:25][C:3]=1[CH2:4][O:5][C:6]1[CH:11]=[C:10]([CH3:12])[N:9]([CH2:13][C:14]2[CH:23]=[CH:22][C:17]([C:18](OC)=[O:19])=[CH:16][N:15]=2)[C:8](=[O:24])[CH:7]=1.[H-].[Al+3].[Li+].[H-].[H-].[H-].S([O-])(O)(=O)=O.[K+]>O1CCCC1>[F:1][C:2]1[CH:28]=[C:27]([F:29])[CH:26]=[CH:25][C:3]=1[CH2:4][O:5][C:6]1[CH:11]=[C:10]([CH3:12])[N:9]([CH2:13][C:14]2[CH:23]=[CH:22][C:17]([CH2:18][OH:19])=[CH:16][N:15]=2)[C:8](=[O:24])[CH:7]=1 |f:1.2.3.4.5.6,7.8|. Reported procedure: Methyl 6-{[4-[(2,4-difluorobenzyl)oxy]-6-methyl-2-oxopyridin-1(2H)-yl]methyl}nicotinate (from preparation of step 3) (350 mg, 0.87 mmol) was added into anhydrous tetrahydrofuran (15 ml) and the solution was cooled to −78° C. Into the cold solution, was added lithium aluminum hydride (100 mg, 2.6 mmol). After the addition, the reaction mixture was warm to 0 C and continue stirring for one additional hour. Potassium hydrogen sulfate (1 N solution, 150 ml) was added slowly into the reaction mixture... The reactants are [N+](=O)([O-])C=1C=C(C=C(C1)[N+](=O)[O-])N1C=CC=C1 (1-(3,5-dinitrophenyl)pyrrole), O.O.Cl[Sn]Cl (SnCl2.2H2O). The solvent is C(C)(=O)OCC (ethyl acetate). Yields the product crude product, NC=1C=C(C=C(C1)[N+](=O)[O-])N1C=CC=C1 (1-(3-amino-5-nitrophenyl)pyrrole). Yield: 33.2%. Reaction SMILES: [N+:1]([C:4]1[CH:5]=[C:6]([N:13]2[CH:17]=[CH:16][CH:15]=[CH:14]2)[CH:7]=[C:8]([N+:10]([O-:12])=[O:11])[CH:9]=1)([O-])=O.O.O.Cl[Sn]Cl>C(OCC)(=O)C>[NH2:1][C:4]1[CH:5]=[C:6]([N:13]2[CH:17]=[CH:16][CH:15]=[CH:14]2)[CH:7]=[C:8]([N+:10]([O-:12])=[O:11])[CH:9]=1 |f:1.2.3|. Reported procedure: A mixture of 1-(3,5-dinitrophenyl)pyrrole (1.52 g, 6.52 mmol) and SnCl2.2H2O (4.4 g, 19.57 mmol) in 30 mL of ethyl acetate was stirred over weekend at RT. The solvent was removed and the residue was taken in water. The aqueous layer was basified with 1 N NaOH to dissolve the tin salts, and the product was extracted into ethyl acetate. Chromatography (silica gel, hexane:ethyl acetate, 4:1) of the crude product provided 440 mg of 1-(3-amino-5-nitrophenyl)pyrrole.